From a dataset of the Open Reaction Database (ORD), a public repository of structured organic reaction records. describe an organic reaction: reactants, conditions, products, and yield Starting materials: ClC1=C(C=CC(=C1)F)C1=NC=C(C=C1C)[N+](=O)[O-] (2-(2-chloro-4-fluorophenyl)-3-methyl-5-nitropyridine). The reagents and catalysts are [Ni].CO (Raney nickel methanol). The solvent is CO (methanol). Run at time 2.5 hour. Yields the product ClC1=C(C=CC(=C1)F)C1=C(C=C(C=N1)N)C (6-(2-chloro-4-fluorophenyl)-5-methylpyridin-3-amine). Reaction SMILES: [Cl:1][C:2]1[CH:7]=[C:6]([F:8])[CH:5]=[CH:4][C:3]=1[C:9]1[C:14]([CH3:15])=[CH:13][C:12]([N+:16]([O-])=O)=[CH:11][N:10]=1>[Ni].CO.CO>[Cl:1][C:2]1[CH:7]=[C:6]([F:8])[CH:5]=[CH:4][C:3]=1[C:9]1[N:10]=[CH:11][C:12]([NH2:16])=[CH:13][C:14]=1[CH3:15] |f:1.2|. Procedure: A 250 mL round bottom flask was charged with 2-(2-chloro-4-fluorophenyl)-3-methyl-5-nitropyridine (4 g) and methanol (50 mL). To the flask was added Raney nickel/methanol slurry (approx 4 g). The flask was evacuated and charged with hydrogen several times. The mixture was stirred under a balloon of hydrogen for 2.5 h. The flask was purged with nitrogen. The catalyst was filtered off and the filtrate was concentrated under reduced pressure giving 6-(2-chloro-4-fluorophenyl)-5-methylpyridin-3-amin... The reactants are CC(=O)OC(C)=O, CNc1ccccc1CO, CN(C)c1ccncc1, C1CCOC1, O, c1ccncc1. Yields the product CNc1ccccc1COC(C)=O. As a reaction SMILES: [CH3:17][C:18](=[O:19])[O:20][C:21](=[O:22])[CH3:23].[CH3:1][NH:2][c:3]1[c:4]([CH2:9][OH:10])[cH:5][cH:6][cH:7][cH:8]1.[CH3:30][N:31]([CH3:32])[c:33]1[cH:34][cH:35][n:36][cH:37][cH:38]1.[O:25]1[CH2:26][CH2:27][CH2:28][CH2:29]1.[OH2:24].[cH:11]1[cH:12][cH:13][n:14][cH:15][cH:16]1>>[CH3:1][NH:2][c:3]1[c:4]([CH2:9][O:10][C:18]([CH3:17])=[O:19])[cH:5][cH:6][cH:7][cH:8]1. The reactants are ClCCl, CS(=O)(=O)O, O=S(c1ccc(Oc2ccccc2)cc1)c1ccc(Oc2ccccc2)cc1, c1ccc(Oc2ccccc2)cc1. RXN SMILES: [CH2:47]([Cl:48])[Cl:49].[CH3:42][S:43](=[O:44])(=[O:45])[OH:46].[O:1]([c:2]1[cH:3][cH:4][cH:5][cH:6][cH:7]1)[c:8]1[cH:9][cH:10][c:11]([S:14](=[O:15])[c:16]2[cH:17][cH:18][c:19]([O:22][c:23]3[cH:24][cH:25][cH:26][cH:27][cH:28]3)[cH:20][cH:21]2)[cH:12][cH:13]1.[O:29]([c:30]1[cH:31][cH:32][cH:33][cH:34][cH:35]1)[c:36]1[cH:37][cH:38][cH:39][cH:40][cH:41]1>>[CH3:42][S:43](=[O:44])(=[O:45])[O-:46].[O:1]([c:2]1[cH:3][cH:4][cH:5][cH:6][cH:7]1)[c:8]1[cH:9][cH:10][c:11]([S+:14]([c:16]2[cH:17][cH:18][c:19]([O:22][c:23]3[cH:24][cH:25][cH:26][cH:27][cH:28]3)[cH:20][cH:21]2)[c:39]2[cH:38][cH:37][c:36]([O:29][c:30]3[cH:31][cH:32][cH:33][cH:34][cH:35]3)[cH:41][cH:40]2)[cH:12][cH:13]1. The product is CS(=O)(=O)[O-], c1ccc(Oc2ccc([S+](c3ccc(Oc4ccccc4)cc3)c3ccc(Oc4ccccc4)cc3)cc2)cc1. The reactants are [OH-].[K+] (potassium hydroxide), COC1=C(OC2=CC=CC=3CC(OC32)=O)C=CC=C1 (7-(2-methoxyphenoxy)-2,3-dihydrobenzofuran-2-one). Run in CO (methanol), CO (methanol). Conditions: time 3 hour. Product: OC1=C(C=CC=C1OC1=C(C=CC=C1)OC)CC(=O)O (2-[2-hydroxy-3-(2-methoxyphenoxy)phenyl]acetic acid). The yield is 71.9%. RXN SMILES: [OH-:1].[K+].[CH3:3][O:4][C:5]1[CH:21]=[CH:20][CH:19]=[CH:18][C:6]=1[O:7][C:8]1[C:16]2[O:15][C:14](=[O:17])[CH2:13][C:12]=2[CH:11]=[CH:10][CH:9]=1>CO>[OH:15][C:16]1[C:8]([O:7][C:6]2[CH:18]=[CH:19][CH:20]=[CH:21][C:5]=2[O:4][CH3:3])=[CH:9][CH:10]=[CH:11][C:12]=1[CH2:13][C:14]([OH:1])=[O:17] |f:0.1|. Procedure details: A solution of potassium hydroxide (1.3 g) in methanol (30 ml) was added to a solution of 7-(2-methoxyphenoxy)-2,3-dihydrobenzofuran-2-one (1.3 g) in methanol (30 ml), and allowed to stand at room temperature for 3 hrs. Methanol was distilled off from the reaction mixture, and the residue was dissolved in water. The aqueous solution was acidified with conc. hydrochloric acid, and the precipitating crystals were collected by filtration, washed with water, dried and then recrystallized from a mixtu... Starting materials: IC1=C(C=CC(=C1)CS(=O)(=O)NC)NC1=CC=CC=C1 (2-iodo-4-(N-(methyl)aminosulphonylmethyl)phenyl aniline), C(C)[Si](C(CC#C[Si](CC)(CC)CC)O)(CC)CC (1,4-bis-triethylsilyl-3-butyn-1-ol). The solvent is CN(C)C=O (DMF). Isolated yield 149.9%. Reported procedure: A mixture of 2-iodo-4-(N-(methyl)aminosulphonylmethyl)phenyl aniline (10 g, 30.7 mmol), 1,4-bis-triethylsilyl-3-butyn-1-ol (10.97 g, 36.8 mmol) sodium carbonate (16.26 g, 153.4 mmol) and anhydrous DMF (500 ml) was degassed with N2 for 0.5 h. Pd(OAc)2 (0.7 g, 3.1 mmol) was added and the mixture heated at 100° C. for 6 h. The DMF was removed under vacuum and the residue partitioned between EtOAc (250 ml) and water (250 ml). The solutions were passed through celite to remove insolubles and the aque... Conditions: temperature 100 celsius, time 2 hour. RXN SMILES: IC1C=C(CS(NC)(=O)=O)C=[CH:4][C:3]=1[NH:14][C:15]1[CH:20]=[CH:19][CH:18]=[CH:17][CH:16]=1.C([Si](CC)(CC)C(O)CC#C[Si](CC)(CC)CC)C>CC([O-])=O.CC([O-])=O.[Pd+2].CN(C=O)C>[NH:14]1[C:15]2[C:16](=[CH:17][CH:18]=[CH:19][CH:20]=2)[CH:4]=[CH:3]1 |f:2.3.4|. Reagents/catalysts: CC(=O)[O-].CC(=O)[O-].[Pd+2] (Pd(OAc)2). Yields the product N1C=CC2=CC=CC=C12 (indole).